Task: describe an organic reaction: reactants, conditions, products, and yield. Dataset: the Open Reaction Database (ORD), a public repository of structured organic reaction records Yields the product C=CC(C)CCC=C(C)C. As a reaction SMILES: [C:26](=[O:27])([O-:28])[O:39][CH2:40][CH2:29][CH:30]=[C:31]([CH3:32])[CH2:33][CH2:34][CH:35]=[C:36]([CH3:37])[CH3:38].[CH3:41][CH2:42][CH2:43][CH2:44][CH3:45].[CH3:7][N:8]([CH3:9])[c:10]1[c:11]2[c:12]([cH:13][cH:14][cH:15][c:16]2[N:17]([CH3:18])[CH3:19])[cH:20][cH:21][cH:22]1.[CH:23]([OH:24])=[O:25].[O:1]1[CH2:2][CH2:3][O:4][CH2:5][CH2:6]1>>[CH2:29]=[CH:30][CH:31]([CH3:32])[CH2:33][CH2:34][CH:35]=[C:36]([CH3:37])[CH3:38]. Reactants: CC(C)=CCCC(C)=CCCOC(=O)[O-], CCCCC, CN(C)c1cccc2cccc(N(C)C)c12, O=CO, C1COCCO1. Reactants: Cl (hydrochloric acid), C(C1=CC=CC=C1)[Mg]Cl (Benzylmagnesium chloride), C(#N)C(C(=O)OCC)=C1CCCCC1 (ethyl 2-cyano-2-cyclohexylideneacetate). Run in C(C)OCC (diethyl ether), C(C)OCC (diethyl ether). Reaction conditions: time 3 day. The product is C(C1=CC=CC=C1)C1(CCCCC1)C(C(=O)OCC)C#N (Ethyl 2-(1-benzylcyclohexyl)-2-cyanoacetate). RXN SMILES: [CH2:1]([Mg]Cl)[C:2]1[CH:7]=[CH:6][CH:5]=[CH:4][CH:3]=1.[C:10]([C:12](=[C:18]1[CH2:23][CH2:22][CH2:21][CH2:20][CH2:19]1)[C:13]([O:15][CH2:16][CH3:17])=[O:14])#[N:11].Cl>C(OCC)C>[CH2:1]([C:18]1([CH:12]([C:10]#[N:11])[C:13]([O:15][CH2:16][CH3:17])=[O:14])[CH2:23][CH2:22][CH2:21][CH2:20][CH2:19]1)[C:2]1[CH:7]=[CH:6][CH:5]=[CH:4][CH:3]=1. Procedure details: 1 M Benzylmagnesium chloride in diethyl ether (18.92 ml) was added dropwise to ethyl 2-cyano-2-cyclohexylideneacetate (1.828 g, 9.46 mmol) in diethyl ether (6.31 ml) at 23° C. The mixture was stirred at room temperature for 3 days. Then 10% hydrochloric acid (7.83 ml, 255 mmol) was added dropwise at 0° C. while stirring. The organic layer was separated, washed with water, dried over Na2SO4, filtered, and concentrated. Reactants: NCC(=O)N(C1=C(C=CC=C1)OC1=CC=CC=C1)CC(=O)OC(C)(C)C (tert-butyl 2-[2-amino-N-(2-phenoxyphenyl)acetamido]acetate), CC=1C=C(C=CC1)N=C=O (3-methylphenyl isocyanate). Yields the product CC=1C=C(C=CC1)NC(NCC(=O)N(C1=C(C=CC=C1)OC1=CC=CC=C1)CC(=O)OC(C)(C)C)=O (tert-butyl 2-{2-[3-(3-methylphenyl)ureido]-N-(2-phenoxyphenyl)acetamido}acetate). The yield is 26.3%. Reaction SMILES: [NH2:1][CH2:2][C:3]([N:5]([CH2:19][C:20]([O:22][C:23]([CH3:26])([CH3:25])[CH3:24])=[O:21])[C:6]1[CH:11]=[CH:10][CH:9]=[CH:8][C:7]=1[O:12][C:13]1[CH:18]=[CH:17][CH:16]=[CH:15][CH:14]=1)=[O:4].[CH3:27][C:28]1[CH:29]=[C:30]([N:34]=[C:35]=[O:36])[CH:31]=[CH:32][CH:33]=1>>[CH3:27][C:28]1[CH:29]=[C:30]([NH:34][C:35](=[O:36])[NH:1][CH2:2][C:3]([N:5]([CH2:19][C:20]([O:22][C:23]([CH3:26])([CH3:25])[CH3:24])=[O:21])[C:6]2[CH:11]=[CH:10][CH:9]=[CH:8][C:7]=2[O:12][C:13]2[CH:14]=[CH:15][CH:16]=[CH:17][CH:18]=2)=[O:4])[CH:31]=[CH:32][CH:33]=1. Procedure: Using a procedure similar to that described in Example 1, but starting with tert-butyl 2-[2-amino-N-(2-phenoxyphenyl)acetamido]acetate (4.7 g) and 3-methylphenyl isocyanate (1.9 g), and after recrystallisation in ethyl acetate, tert-butyl 2-{2-[3-(3-methylphenyl)ureido]-N-(2-phenoxyphenyl)acetamido}acetate (1.7 g), m.p. 204° C., is obtained. Starting materials: CO, CC(C)(O)C(NC(=O)C(F)(F)F)c1ccccc1, [K+], [OH-]. Yields the product CC(C)(O)C(N)c1ccccc1. RXN SMILES: [CH3:21][OH:22].[F:1][C:2]([F:3])([F:4])[C:17]([NH:5][CH:6]([C:7]([CH3:8])([CH3:9])[OH:10])[c:11]1[cH:12][cH:13][cH:14][cH:15][cH:16]1)=[O:18].[K+:20].[OH-:19]>>[NH2:5][CH:6]([C:7]([CH3:8])([CH3:9])[OH:10])[c:11]1[cH:12][cH:13][cH:14][cH:15][cH:16]1. Reactants: CC(=O)O, CS(C)=O, CO, N#Cc1c(O)c2c(-c3ccc(OCC4(O)CC=CC4)cc3)c(Cl)sc2[nH]c1=O, [K+], [K+], [N-]=[N+](C(=O)[O-])C(=O)[O-]. The product is N#Cc1c(O)c2c(-c3ccc(OCC4(O)CCCC4)cc3)c(Cl)sc2[nH]c1=O. As a reaction SMILES: [C:39]([OH:40])(=[O:41])[CH3:42].[CH3:43][S:44]([CH3:45])=[O:46].[CH3:47][OH:48].[Cl:1][c:2]1[c:3](-[c:15]2[cH:16][cH:17][c:18]([O:21][CH2:22][C:23]3([OH:28])[CH2:24][CH:25]=[CH:26][CH2:27]3)[cH:19][cH:20]2)[c:4]2[c:5]([nH:6][c:7](=[O:13])[c:8]([C:11]#[N:12])[c:9]2[OH:10])[s:14]1.[K+:37].[K+:38].[N+:29]([C:30]([O-:31])=[O:32])([C:33]([O-:34])=[O:35])=[N-:36]>>[Cl:1][c:2]1[c:3](-[c:15]2[cH:16][cH:17][c:18]([O:21][CH2:22][C:23]3([OH:28])[CH2:24][CH2:25][CH2:26][CH2:27]3)[cH:19][cH:20]2)[c:4]2[c:5]([nH:6][c:7](=[O:13])[c:8]([C:11]#[N:12])[c:9]2[OH:10])[s:14]1. The reactants are BrC1=CC(=C(C=C1)NCCN1CCCC1)[N+](=O)[O-] ((4-bromo-2-nitro-phenyl)-(2-pyrrolidin-1-yl-ethyl)-amine). The reagents and catalysts are [Ni] (Raney Nickel). Solvent: CO (MeOH). Conditions: time 15 minute. Product: BrC=1C=C(C(=CC1)NCCN1CCCC1)N (4-bromo-N1-(2-pyrrolidin-1-yl-ethyl)-benzene-1,2-diamine). Reaction SMILES: [Br:1][C:2]1[CH:7]=[CH:6][C:5]([NH:8][CH2:9][CH2:10][N:11]2[CH2:15][CH2:14][CH2:13][CH2:12]2)=[C:4]([N+:16]([O-])=O)[CH:3]=1>[Ni].CO>[Br:1][C:2]1[CH:3]=[C:4]([NH2:16])[C:5]([NH:8][CH2:9][CH2:10][N:11]2[CH2:12][CH2:13][CH2:14][CH2:15]2)=[CH:6][CH:7]=1. Procedure: 100 mg Raney Nickel are added to a solution of 1.00 g (3.18 mmol) (4-bromo-2-nitro-phenyl)-(2-pyrrolidin-1-yl-ethyl)-amine in 100 mL MeOH. The reaction solution is stirred for 15 min at 3 bar H2 and RT. After filtration the solvent is eliminated i.vac. and the product is further reacted without purification. Reactants: CC(CCCCC#CCO)C (8-methylnon-2yn-1-ol). The reagents and catalysts are [O-2].[O-2].[Mn+4] (manganese dioxide). The solvent is CCOCC (ether). Yields the product CC(CCCCC#CC=O)C (8-methylnon-2yn-1-al). Reaction SMILES: [CH3:1][CH:2]([CH3:11])[CH2:3][CH2:4][CH2:5][CH2:6][C:7]#[C:8][CH2:9][OH:10]>[O-2].[O-2].[Mn+4].CCOCC>[CH3:1][CH:2]([CH3:11])[CH2:3][CH2:4][CH2:5][CH2:6][C:7]#[C:8][CH:9]=[O:10] |f:1.2.3|. Reported procedure: Oxidation of 8-methylnon-2yn-1-ol with manganese dioxide in refluxing ether gave 8-methylnon-2yn-1-al. The aldehyde was converted to acetals using appropriate acidic catalysts. Reactants: N[C@H]1CN(CC1)C(=O)OCCCC ((R)-butyl 3-aminopyrrolidine-1-carboxylate), C=O (paraformaldehyde), S(=O)(=O)([O-])[O-].[Mg+2] (magnesium sulfate), C(#N)[BH3-].[Na+] (sodium cyanoborohydride). The solvent is O (water), C(C)(=O)O (acetic acid), CO (methanol). Run at time 24 hour. Product: CN([C@H]1CN(CC1)C(=O)OCCCC)C ((R)-butyl 3-(dimethylamino)pyrrolidine-1-carboxylate). The yield is 1773.2%. RXN SMILES: N[C@@H:2]1[CH2:6][CH2:5][N:4]([C:7]([O:9][CH2:10][CH2:11][CH2:12][CH3:13])=[O:8])[CH2:3]1.[CH2:14]=O.S([O-])([O-])(=O)=O.[Mg+2].[C:22]([BH3-])#[N:23].[Na+]>O.C(O)(=O)C.CO>[CH3:14][N:23]([CH3:22])[C@@H:2]1[CH2:6][CH2:5][N:4]([C:7]([O:9][CH2:10][CH2:11][CH2:12][CH3:13])=[O:8])[CH2:3]1 |f:2.3,4.5|. Reported procedure: To a dried 100 mL single-mouth round bottom flask were added absolute methanol (40 mL), (R)-butyl 3-aminopyrrolidine-1-carboxylate (1.86 g, 1.0 mmol), paraformaldehyde (3 g), anhydrous magnesium sulfate (2.5 g), acetic acid (1.2 g) and sodium cyanoborohydride (2.5 g, 39.8 mmol). The mixture was stirred at room temperature for 24 hr. The reaction system was poured into water to quench, The solution was concentrated under reduced pressure and the residue was extracted with ethyl acetate. The combi... Starting materials: NC1=CC=C(C=C1)N1CCN(CC1)C(=O)OC(C)(C)C (4-(4-aminophenyl)-1-piperazinecarboxylic acid, 1,1-dimethylethyl ester), C(=S)(N1C=NC=C1)N1C=NC=C1 (1,1′-thiocarbonyldiimidazole). The solvent is CN(C=O)C (N,N-dimethylformamide), CN(C=O)C (N,N-dimethylformamide). Conditions: time 1 hour. Product: N(=C=S)C1=CC=C(C=C1)N1CCN(CC1)C(=O)OC(C)(C)C (4-(4-isothio-cyanatophenyl)-1-piperazinecarboxylic acid, 1,1-dimethylethyl ester). Isolated yield 104.2%. As a reaction SMILES: [NH2:1][C:2]1[CH:7]=[CH:6][C:5]([N:8]2[CH2:13][CH2:12][N:11]([C:14]([O:16][C:17]([CH3:20])([CH3:19])[CH3:18])=[O:15])[CH2:10][CH2:9]2)=[CH:4][CH:3]=1.[C:21](N1C=CN=C1)(N1C=CN=C1)=[S:22]>CN(C)C=O>[N:1]([C:2]1[CH:7]=[CH:6][C:5]([N:8]2[CH2:13][CH2:12][N:11]([C:14]([O:16][C:17]([CH3:20])([CH3:19])[CH3:18])=[O:15])[CH2:10][CH2:9]2)=[CH:4][CH:3]=1)=[C:21]=[S:22]. Procedure details: A solution of 4-(4-aminophenyl)-1-piperazinecarboxylic acid, 1,1-dimethylethyl ester (15 g, 54.1 mmol) (from Step B above) in N,N-dimethylformamide (120 mL) was added dropwise to a cooled (−15° C.) solution of 1,1′-thiocarbonyldiimidazole (9.66 g, 54.2 mmol) (Aldrich) in N,N-dimethylformamide (40 mL). After the addition was complete, the cooling bath was removed and the solution was stirred for 1 h. The mixture was poured into ice-water (1 L), stirred for 30 minutes, and extracted with diethyl e... The reactants are Fc1ccc2c(C3CCC4(CC3)OCCO4)c[nH]c2c1, c1ccc2c(C3CCC4(CC3)OCCO4)c[nH]c2c1. Product: O=C1CCC(c2c[nH]c3cc(F)ccc23)CC1. RXN SMILES: [O:1]1[CH2:3][CH2:2][O:4][C:5]12[CH2:6][CH2:7][CH:8]([c:11]1[cH:12][nH:13][c:14]3[cH:15][c:16]([F:20])[cH:17][cH:18][c:19]13)[CH2:9][CH2:10]2.[O:21]1[C:22]2([CH2:23][CH2:24][CH:25]([c:26]3[c:27]4[c:28]([cH:29][cH:30][cH:31][cH:32]4)[nH:33][cH:34]3)[CH2:35][CH2:36]2)[O:37][CH2:38][CH2:39]1>>[O:4]=[C:5]1[CH2:6][CH2:7][CH:8]([c:11]2[cH:12][nH:13][c:14]3[cH:15][c:16]([F:20])[cH:17][cH:18][c:19]23)[CH2:9][CH2:10]1.